This data is from the Open Reaction Database (ORD), a public repository of structured organic reaction records. The task is: describe an organic reaction: reactants, conditions, products, and yield The reactants are [OH-].[Li+] (lithium hydroxide), C(C)(=O)N1N=CC2=CC(=CC(=C12)C)CC(=O)[O-] ((1-acetyl-7-methyl-1H-indazol-5-yl)acetate), [Cl-].[NH4+] (ammonium chloride). The solvent is CO.O1CCCC1 (methanol tetrahydrofuran). Reaction conditions: time 30 minute. Product: CC=1C=C(C=C2C=NNC12)O (7-methyl-1H-indazol-5-ol). Yield: 93.1%. As a reaction SMILES: [OH-:1].[Li+].C([N:6]1[C:14]2[C:9](=[CH:10][C:11](CC([O-])=O)=[CH:12][C:13]=2[CH3:15])[CH:8]=[N:7]1)(=O)C.[Cl-].[NH4+]>CO.O1CCCC1>[CH3:15][C:13]1[CH:12]=[C:11]([OH:1])[CH:10]=[C:9]2[C:14]=1[NH:6][N:7]=[CH:8]2 |f:0.1,3.4,5.6|. Reported procedure: A 2N-aqueous lithium hydroxide solution (3.7 ml, 7.4 mmol) was added to a solution of (1-acetyl-7-methyl-1H-indazol-5-yl)acetate (850 mg, 3.66 mmol) in methanol-tetrahydrofuran (1:1, 7.4 ml), and the resulting mixture was stirred at room temperature for 30 minutes. A saturated aqueous ammonium chloride solution was poured into the reaction solution, followed by extraction with ethyl acetate, and the extract solution was washed with a saturated aqueous sodium chloride solution, dried over sodium ...